This data is from the Open Reaction Database (ORD), a public repository of structured organic reaction records. The task is: describe an organic reaction: reactants, conditions, products, and yield The reactants are C1(CC1)C(=O)NNC(=O)C=1C=C2C(=CN(C2=CC1)S(=O)(=O)C1=CC=C(C)C=C1)I (N′-(cyclopropanecarbonyl)-3-iodo-1-tosyl-1H-indole-5-carbohydrazide), O=P(Cl)(Cl)Cl (POCl3), crude material. The solvent is O (water). Run at temperature 110 celsius. Yields the product C1(CC1)C=1OC(=NN1)C=1C=C2C(=CN(C2=CC1)S(=O)(=O)C1=CC=C(C)C=C1)I (2-cyclopropyl-5-(3-iodo-1-tosyl-1H-indol-5-yl)-1,3,4-oxadiazole). Isolated yield 52.2%. As a reaction SMILES: [CH:1]1([C:4]([NH:6][NH:7][C:8]([C:10]2[CH:11]=[C:12]3[C:16](=[CH:17][CH:18]=2)[N:15]([S:19]([C:22]2[CH:28]=[CH:27][C:25]([CH3:26])=[CH:24][CH:23]=2)(=[O:21])=[O:20])[CH:14]=[C:13]3[I:29])=[O:9])=O)[CH2:3][CH2:2]1.O=P(Cl)(Cl)Cl>O>[CH:1]1([C:4]2[O:9][C:8]([C:10]3[CH:11]=[C:12]4[C:16](=[CH:17][CH:18]=3)[N:15]([S:19]([C:22]3[CH:28]=[CH:27][C:25]([CH3:26])=[CH:24][CH:23]=3)(=[O:20])=[O:21])[CH:14]=[C:13]4[I:29])=[N:7][N:6]=2)[CH2:2][CH2:3]1. Reported procedure: In a 50 mL RBF, N′-(cyclopropanecarbonyl)-3-iodo-1-tosyl-1H-indole-5-carbohydrazide (1.13 g, 2.159 mmol) was treated with POCl3 (5 mL, 53.6 mmol), under argon. The flask was fitted with a reflux condenser. The reaction was stirred and heated at 110° C. for 1.25 h. The crude material was treated with water and extracted with EtOAc. The organic layer was washed with brine, dried, filtered and concentrated to 20 mL of solvent. When about 20 mL of solvent remained, a brown solid precipitated and was... The reactants are 1-N, Cl (hydrochloric acid), [OH-].[Na+] (sodium hydroxide), C(CC1=CC=CC=C1)NC(C(=CC1=C(C=C(C(=C1)OC)OC)N)C)=O (3-(2-amino-4,5-dimethoxyphenyl)-2-methyl-2-propenoic acid phenethyl amide), C(C)OC(C(=CC1=C(C=C(C(=C1)OC)OC)N)C)=O (3-(2-amino-4,5-dimethoxyphenyl)-2-methyl-2-propenoic acid ethyl ester). Solvent: O1CCCC1 (tetrahydrofuran). Product: NC1=C(C=C(C(=C1)OC)OC)C=C(C(=O)O)C (3-(2-amino-4,5-dimethoxyphenyl)-2-methyl-2-propenoic acid). As a reaction SMILES: C(NC(=O)C(C)=CC1C=C(OC)C(OC)=CC=1N)CC1C=CC=CC=1.C([O:28][C:29](=[O:44])[C:30]([CH3:43])=[CH:31][C:32]1[CH:37]=[C:36]([O:38][CH3:39])[C:35]([O:40][CH3:41])=[CH:34][C:33]=1[NH2:42])C.[OH-].[Na+].Cl>O1CCCC1>[NH2:42][C:33]1[CH:34]=[C:35]([O:40][CH3:41])[C:36]([O:38][CH3:39])=[CH:37][C:32]=1[CH:31]=[C:30]([CH3:43])[C:29]([OH:44])=[O:28] |f:2.3|. Procedure: Into 10 ml of tetrahydrofuran (THF), 1.0 g of (E) 3-(2-amino-4,5-dimethoxyphenyl)-2-methyl-2-propenoic acid ethyl ester was dissolved; and, with 10 ml of a 1-N aqueous sodium hydroxide solution being added thereto, the mixture was reacted at 40° C. for 4 hours. After the completion of the reaction, the mixture was cooled with 10 ml of 1-N hydrochloric acid being added thereto, and the precipitated crystal was filtered out, whereby 0.85 g of the aimed compound was obtained (95%). Starting materials: FC1=C(C(=CC=C1F)NC=C(C(=O)OC)C(=O)OC)OCC(C)OS(=O)(=O)C1=CC=C(C=C1)C (2,3-Difluoro-6-(2,2-dimethoxycarbonylethenyl)amino-[(2-p-toluenesulfonyloxypropyl)oxy]benzene), C([O-])([O-])=O.[K+].[K+] (potassium carbonate). Run in C(C)(=O)OCC (ethyl acetate). Reaction conditions: temperature 80 celsius. The product is FC1=C(C2=C(N(C(CO2)C)C=C(C(=O)OC)C(=O)OC)C=C1)F (Dimethyl (7,8-difluoro-3-methyl-3,4-dihydro-2H-[1,4]benzoxazine-4-yl)methylenemalonate). Isolated yield 92.7%. RXN SMILES: [F:1][C:2]1[C:7]([F:8])=[CH:6][CH:5]=[C:4]([NH:9][CH:10]=[C:11]([C:16]([O:18][CH3:19])=[O:17])[C:12]([O:14][CH3:15])=[O:13])[C:3]=1[O:20][CH2:21][CH:22](OS(C1C=CC(C)=CC=1)(=O)=O)[CH3:23].C(=O)([O-])[O-].[K+].[K+]>C(OCC)(=O)C>[F:8][C:7]1[CH:6]=[CH:5][C:4]2[N:9]([CH:10]=[C:11]([C:16]([O:18][CH3:19])=[O:17])[C:12]([O:14][CH3:15])=[O:13])[CH:22]([CH3:23])[CH2:21][O:20][C:3]=2[C:2]=1[F:1] |f:1.2.3|. Reported procedure: A mixture of 749 mg of the compound obtained in Example 7, 207 mg of potassium carbonate and 5 ml of anhydrous DXF was heated at 80° C. for 8 hours. The mixture was diluted with ethyl acetate, and the resulting mixture was washed with water and dried over anhydrous magnesium sulfate. The solvent was removed under reduced pressure. The residue was purified through silica gel column chromatography to yield 455 mg of the titled compound. The reactants are [OH-].[Na+] (NaOH), C(#N)C=1C=C(C=CC1)C(CC(=O)OC)CCC1=CC=C(C=C1)N (methyl 3-(3-cyanophenyl)-5-(4-aminophenyl)pentanoate), C1(=CC=CC=C1)S(=O)(=O)Cl (benzenesulfonyl chloride). Run in O1CCOCC1 (dioxane). Conditions: time 1 hour. Product: C(#N)C=1C=C(C=CC1)C(CC(=O)OC)CCC1=CC=C(C=C1)NS(=O)(=O)C1=CC=CC=C1 (methyl beta-[3-(cyano)phenyl]-4-[(phenylsulfonyl)amino]benzenepentanoate). The yield is 41.0%. As a reaction SMILES: [C:1]([C:3]1[CH:4]=[C:5]([CH:9]([CH2:15][CH2:16][C:17]2[CH:22]=[CH:21][C:20]([NH2:23])=[CH:19][CH:18]=2)[CH2:10][C:11]([O:13][CH3:14])=[O:12])[CH:6]=[CH:7][CH:8]=1)#[N:2].[OH-].[Na+].[C:26]1([S:32](Cl)(=[O:34])=[O:33])[CH:31]=[CH:30][CH:29]=[CH:28][CH:27]=1>O1CCOCC1>[C:1]([C:3]1[CH:4]=[C:5]([CH:9]([CH2:15][CH2:16][C:17]2[CH:18]=[CH:19][C:20]([NH:23][S:32]([C:26]3[CH:31]=[CH:30][CH:29]=[CH:28][CH:27]=3)(=[O:34])=[O:33])=[CH:21][CH:22]=2)[CH2:10][C:11]([O:13][CH3:14])=[O:12])[CH:6]=[CH:7][CH:8]=1)#[N:2] |f:1.2|. Procedure details: Part A. methyl 3-(3-cyanophenyl)-5-(4-aminophenyl)pentanoate (0.100 gm, 0.325 mmol) was dissolved in dioxane and 0.5 mL of 1 N NaOH was added, followed by benzenesulfonyl chloride. The solution was stirred for 1 hour, quenched in 1 N HCl and extracted with ethyl acetate. The organic layer was washed with water and brine and dried over MgSO4. The solvent was removed under vacuum and the residue was chromatographed on silica gel eluting ethyl acetate:toluene (20:80, v:v) to give methyl beta-[3-(cy... The reactants are BrCCOC1=C(C=CC(=C1)F)[N+](=O)[O-] (2-(2-bromoethoxy)-4-fluoro-1-nitrobenzene), C([O-])([O-])=O.[K+].[K+] (potassium carbonate), N1CCOCC1 (morpholine). Run in C(C)#N (acetonitrile). Conditions: temperature 70 celsius. The product is O1CCN(CC1)C=1C=CC(=C(OCCN2CCOCC2)C1)[N+](=O)[O-] (4-(2-(5-morpholino-2-nitrophenoxy)ethyl)morpholine). Isolated yield 24.7%. RXN SMILES: Br[CH2:2][CH2:3][O:4][C:5]1[CH:10]=[C:9](F)[CH:8]=[CH:7][C:6]=1[N+:12]([O-:14])=[O:13].[C:15](=[O:18])([O-])[O-].[K+].[K+].[NH:21]1[CH2:26][CH2:25][O:24][CH2:23][CH2:22]1>C(#N)C>[O:24]1[CH2:25][CH2:26][N:21]([C:9]2[CH:8]=[CH:7][C:6]([N+:12]([O-:14])=[O:13])=[C:5]([CH:10]=2)[O:4][CH2:3][CH2:2][N:21]2[CH2:26][CH2:15][O:18][CH2:23][CH2:22]2)[CH2:22][CH2:23]1 |f:1.2.3|. Reported procedure: A solution of 2-(2-bromoethoxy)-4-fluoro-1-nitrobenzene (160 mg, 0.6 mmol) in 20 mL acetonitrile under a nitrogen atmosphere was treated with potassium carbonate (360 mg, 2.6 mmol) and morpholine (0.3 mL, 3.4 mmol). The reaction mixture was heated to 70° C. for three hours and then filtered and concentrated. The residue was purified by flash chromatography (SiO2, 100% ethyl acetate/hexane) to give 4-(2-(5-morpholino-2-nitrophenoxy)ethyl)morpholine (50 mg, 25%). 1HNMR (CDCl3) δ 7.99 (m, 1H), 6.45...